From a dataset of the Open Reaction Database (ORD), a public repository of structured organic reaction records. describe an organic reaction: reactants, conditions, products, and yield The reactants are C, COc1ccc(CCNCC(O)c2ccccc2OCc2ccccc2)cc1OC, CC(C)O, Cl, [Pd]. The product is COc1ccc(CCNCC(O)c2ccccc2O)cc1OC, Cl. RXN SMILES: [C:32].[CH3:2][O:3][c:4]1[cH:5][c:6]([CH2:7][CH2:8][NH:9][CH2:10][CH:11]([c:12]2[c:13]([O:18][CH2:19][c:20]3[cH:21][cH:22][cH:23][cH:24][cH:25]3)[cH:14][cH:15][cH:16][cH:17]2)[OH:26])[cH:27][cH:28][c:29]1[O:30][CH3:31].[CH:34]([OH:35])([CH3:36])[CH3:37].[ClH:1].[Pd:33]>>[CH3:2][O:3][c:4]1[cH:5][c:6]([CH2:7][CH2:8][NH:9][CH2:10][CH:11]([c:12]2[c:13]([OH:18])[cH:14][cH:15][cH:16][cH:17]2)[OH:26])[cH:27][cH:28][c:29]1[O:30][CH3:31].[ClH:1]. Starting materials: O=C(CCCCBr)N1CCCc2ccccc21, CS(C)=O, [K], C1COCCOCCOCCOCCOCCO1, O[O-], O. Product: O=C(CCCCO)N1CCCc2ccccc21. As a reaction SMILES: [Br:4][CH2:5][CH2:6][CH2:7][CH2:8][C:9](=[O:10])[N:11]1[CH2:12][CH2:13][CH2:14][c:15]2[cH:16][cH:17][cH:18][cH:19][c:20]21.[CH3:40][S:41]([CH3:42])=[O:43].[K:1].[O:21]1[CH2:22][CH2:23][O:24][CH2:25][CH2:26][O:27][CH2:28][CH2:29][O:30][CH2:31][CH2:32][O:33][CH2:34][CH2:35][O:36][CH2:37][CH2:38]1.[O:2][O-:3].[OH2:39]>>[CH2:5]([CH2:6][CH2:7][CH2:8][C:9](=[O:10])[N:11]1[CH2:12][CH2:13][CH2:14][c:15]2[cH:16][cH:17][cH:18][cH:19][c:20]21)[OH:21]. Starting materials: ClC1=CC=C(C=C1)C1C(C(C(N1C=1C=C(C2=C(C(=NO2)C)C1)C)=O)=O)C(CC)=O (5-(4-chlorophenyl)-1-(3,7-dimethylbenzo[d]isoxazol-5-yl)-4-propionylpyrrolidine-2,3-dione), N(N)CCO (2-hydrazinylethanol). Yields the product ClC1=CC=C(C=C1)C1N(C(C2=NN(C(=C21)CC)CCO)=O)C=2C=C(C1=C(C(=NO1)C)C2)C (4-(4-chlorophenyl)-5-(3,7-dimethylbenzo[d]isoxazol-5-yl)-3-ethyl-2-(2-hydroxyethyl)-4,5-dihydropyrrolo[3,4-c]pyrazol-6(2H)-one). As a reaction SMILES: [Cl:1][C:2]1[CH:7]=[CH:6][C:5]([CH:8]2[N:12]([C:13]3[CH:14]=[C:15]([CH3:23])[C:16]4[O:20][N:19]=[C:18]([CH3:21])[C:17]=4[CH:22]=3)[C:11](=[O:24])[C:10](=O)[CH:9]2[C:26](=O)[CH2:27][CH3:28])=[CH:4][CH:3]=1.[NH:30]([CH2:32][CH2:33][OH:34])[NH2:31]>>[Cl:1][C:2]1[CH:7]=[CH:6][C:5]([CH:8]2[C:9]3[C:10](=[N:31][N:30]([CH2:32][CH2:33][OH:34])[C:26]=3[CH2:27][CH3:28])[C:11](=[O:24])[N:12]2[C:13]2[CH:14]=[C:15]([CH3:23])[C:16]3[O:20][N:19]=[C:18]([CH3:21])[C:17]=3[CH:22]=2)=[CH:4][CH:3]=1. Procedure details: The title compound was prepared in analogy to the procedure described in Example 79 using 5-(4-chlorophenyl)-1-(3,7-dimethylbenzo[d]isoxazol-5-yl)-4-propionylpyrrolidine-2,3-dione (Step 9.1) and 2-hydrazinylethanol. tR: 1.04 min (LC-MS 2); ESI-MS: 451 [M+H]+ (LC-MS 2). The reactants are Cl.C1(CC1)C(C(C1=C(C=CC=C1)F)N1C\C(\C(CC1)S)=C/C1=CC=NN1CC(=O)OCC)=O ((E)-1-[2-cyclopropyl-1-(2-fluorophenyl)-2-oxoethyl]-3-{[1-(ethoxycarbonylmethyl)-1H-pyrazol-5-yl]methylidene}-4-sulfanylpiperidine hydrochloride). Run in Cl (hydrochloric acid). Yields the product Cl.C(=O)(O)CN1N=CC=C1\C=C\1/CN(CCC1S)C(C(=O)C1CC1)C1=C(C=CC=C1)F ((E)-3-{[1-(Carboxymethyl)-1H-pyrazol-5-yl]methylidene}-1-[2-cyclopropyl-1-(2-fluorophenyl)-2-oxoethyl]-4-sulfanylpiperidine hydrochloride). The yield is 75.7%. RXN SMILES: [ClH:1].[CH:2]1([C:5](=[O:33])[CH:6]([N:14]2[CH2:19][CH2:18][CH:17]([SH:20])/[C:16](=[CH:21]/[C:22]3[N:26]([CH2:27][C:28]([O:30]CC)=[O:29])[N:25]=[CH:24][CH:23]=3)/[CH2:15]2)[C:7]2[CH:12]=[CH:11][CH:10]=[CH:9][C:8]=2[F:13])[CH2:4][CH2:3]1>Cl>[ClH:1].[C:28]([CH2:27][N:26]1[C:22](/[CH:21]=[C:16]2\[CH2:15][N:14]([CH:6]([C:7]3[CH:12]=[CH:11][CH:10]=[CH:9][C:8]=3[F:13])[C:5]([CH:2]3[CH2:3][CH2:4]3)=[O:33])[CH2:19][CH2:18][CH:17]\2[SH:20])=[CH:23][CH:24]=[N:25]1)([OH:30])=[O:29] |f:0.1,3.4|. Reported procedure: To a solution of (E)-1-[2-cyclopropyl-1-(2-fluorophenyl)-2-oxoethyl]-3-{[1-(ethoxycarbonylmethyl)-1H-pyrazol-5-yl]methylidene}-4-sulfanylpiperidine hydrochloride (70 mg) in 3N aqueous hydrochloric acid solution (15 ml), and the resulting mixture was stirred at 50° C. for 2.5 hours. The reaction mixture was concentrated in vacuo, and the residue was purified by a preparative HPLC [YMC-Pack ODS-A; YMC, mobile phase: 25 to 27% acetonitrile/water (0.02% aqueous hydrochloric acid solution)] to afford... The reactants are C1(CCCC1)C1=NN=C(C(N1)=O)C(CC)NC(CC(C)C)=O (N-[1-(3-cyclopentyl-5-oxo-4,5-dihydro-1,2,4-triazin-6-yl)propyl]-3-methylbutanamide), P(=O)(Cl)(Cl)Cl (phosphoric trichloride). The product is C1(CCCC1)C1=NN2C(C(N1)=O)=C(N=C2CC(C)C)CC (2-Cyclopentyl-5-ethyl-7-isobutylimidazo[5,1-f][1,2,4]triazin-4(3H)-one). Reaction SMILES: [CH:1]1([C:6]2[NH:11][C:10](=[O:12])[C:9]([CH:13]([NH:16][C:17](=O)[CH2:18][CH:19]([CH3:21])[CH3:20])[CH2:14][CH3:15])=[N:8][N:7]=2)[CH2:5][CH2:4][CH2:3][CH2:2]1.P(Cl)(Cl)(Cl)=O>>[CH:1]1([C:6]2[NH:11][C:10](=[O:12])[C:9]3=[C:13]([CH2:14][CH3:15])[N:16]=[C:17]([CH2:18][CH:19]([CH3:21])[CH3:20])[N:8]3[N:7]=2)[CH2:5][CH2:4][CH2:3][CH2:2]1. Procedure: In analogy to the procedure for Example 1, 200 mg (0.65 mmol) crude N-[1-(3-cyclopentyl-5-oxo-4,5-dihydro-1,2,4-triazin-6-yl)propyl]-3-methylbutanamide, 165 mg (1.1 mmol) phosphoric trichloride are stirred at reflux for 4 hours, proportionate amounts of the solvents are used. The product is purified by chromatography (preparative HPLC). Starting materials: C(C1=CN=CC=C1)(=O)NCCC(=O)N[C@@H](CC1=CNC=N1)C(=O)O (N-nicotinoyl-β-alanyl-(L)-histidine), O1CCCC1 (tetrahydrofuran), C(Br)(Br)(Br)Br (carbon tetrabromide). The product is BrCCCCOC([C@@H](NC(CCNC(C1=CN=CC=C1)=O)=O)CC1=CNC=N1)=O (N-nicotinoyl-β-alanyl-(L)-histidine 4-bromobutyl ester). RXN SMILES: [C:1]([NH:9][CH2:10][CH2:11][C:12]([NH:14][C@H:15]([C:22]([OH:24])=[O:23])[CH2:16][C:17]1[N:21]=[CH:20][NH:19][CH:18]=1)=[O:13])(=[O:8])[C:2]1[CH:7]=[CH:6][CH:5]=[N:4][CH:3]=1.O1[CH2:29][CH2:28][CH2:27][CH2:26]1.C(Br)(Br)(Br)[Br:31]>>[Br:31][CH2:26][CH2:27][CH2:28][CH2:29][O:23][C:22](=[O:24])[C@H:15]([CH2:16][C:17]1[N:21]=[CH:20][NH:19][CH:18]=1)[NH:14][C:12](=[O:13])[CH2:11][CH2:10][NH:9][C:1](=[O:8])[C:2]1[CH:7]=[CH:6][CH:5]=[N:4][CH:3]=1. Procedure details: To a solution of N-nicotinoyl-β-alanyl-(L)-histidine (9.9 g, 30.1 mmoles) in tetrahydrofuran (200 ml) triphenylphosphine (23.7 g, 90.3 mmoles) and carbon tetrabromide (28.85 g, 90.3 moles) are added under stirring. The reaction mixture is left under stirring at room temperature for 24 hours. Lastly the solvent is removed by evaporation at reduced pressure. The obtained crude product is purified by chromatography on silica gel column eluting with n-hexane/ethyle acetate 1/1. N-nicotinoyl-β-alanyl... Yields the product CCCc1c(Cc2ccc(-c3ccccc3C#N)cc2F)c(=O)n(C2CCC(OC(C)C3(CF)CO3)CC2)c2ncnn12. The reactants are O=C([O-])O, CC#N, CCCc1c(Cc2ccc(-c3ccccc3C#N)cc2F)c(=O)n(C2CCC(OC(C)C(O)CF)CC2)c2ncnn12, [Na+], [Na+], [Na+], O=S([O-])([O-])=S. RXN SMILES: [C:43](=[O:44])([O-:45])[OH:46].[CH3:55][C:56]#[N:57].[F:1][c:2]1[cH:3][c:4](-[c:35]2[c:36]([C:41]#[N:42])[cH:37][cH:38][cH:39][cH:40]2)[cH:5][cH:6][c:7]1[CH2:8][c:9]1[c:10](=[O:34])[n:11]([CH:21]2[CH2:22][CH2:23][CH:24]([O:27][CH:28]([CH:29]([CH2:30][F:31])[OH:32])[CH3:33])[CH2:25][CH2:26]2)[c:12]2[n:13]([c:14]1[CH2:15][CH2:16][CH3:17])[n:18][cH:19][n:20]2.[Na+:47].[Na+:53].[Na+:54].[S:48]([O-:49])([O-:50])(=[O:51])=[S:52]>>[F:1][c:2]1[cH:3][c:4](-[c:35]2[c:36]([C:41]#[N:42])[cH:37][cH:38][cH:39][cH:40]2)[cH:5][cH:6][c:7]1[CH2:8][c:9]1[c:10](=[O:34])[n:11]([CH:21]2[CH2:22][CH2:23][CH:24]([O:27][CH:28]([C:29]3([CH2:30][F:31])[O:32][CH2:43]3)[CH3:33])[CH2:25][CH2:26]2)[c:12]2[n:13]([c:14]1[CH2:15][CH2:16][CH3:17])[n:18][cH:19][n:20]2. Starting materials: [N+](=O)([O-])C=1C=C(C(=CC1)CBr)CBr (4-nitro-α,α'-dibromo-o-xylene), N1CCCCC1 (piperidine). The solvent is C1=CC=CC=C1 (benzene). The product is [N+](=O)([O-])C1=CC(=C(C=C1)CN1CCCCC1)CN1CCCCC1 (1,1'-[4-nitro-1,2-phenylenebis(methylene)]bispiperidine). Yield: 59.0%. RXN SMILES: [N+:1]([C:4]1[CH:5]=[C:6]([CH2:12]Br)[C:7]([CH2:10]Br)=[CH:8][CH:9]=1)([O-:3])=[O:2].[NH:14]1[CH2:19][CH2:18][CH2:17][CH2:16][CH2:15]1>C1C=CC=CC=1>[N+:1]([C:4]1[CH:9]=[CH:8][C:7]([CH2:10][N:14]2[CH2:19][CH2:18][CH2:17][CH2:16][CH2:15]2)=[C:6]([CH2:12][N:14]2[CH2:19][CH2:18][CH2:17][CH2:16][CH2:15]2)[CH:5]=1)([O-:3])=[O:2]. Reported procedure: In a 500 ml. round-bottomed reaction flask equipped with magnetic stirrer, reflux condenser and nitrogen-inlet tube, there were placed 10 g. (0.032 mole) of crude 4-nitro-α,α'-dibromo-o-xylene [M. Kerfanto, Bulletin de la Societe Chimique de France, Vol. 12, p. 3537 (1965)] and 44.8 g. (0.526 mole) of piperidine (52 ml.) all dissolved in 100 ml. of benzene. The resulting mixture was then heated at the reflux point for a period of 18 hours and finally cooled to room temperature (~25° C.). The spe... Reactants: Cl.ClC1=C2C(=NC(=C1)C1=CC(=CC=C1)Cl)CCC2 (4-chloro-2-(3-chlorophenyl)-6,7-dihydro-5H-cyclopenta[b]pyridine hydrochloride), Cl.N[C@@H]1CC[C@H](CC1)CO (trans-(4-aminocyclohexyl)methanol hydrochloride), hydrochloride salt. Product: Cl.ClC=1C=C(C=CC1)C1=CC(=C2C(=N1)CCC2)N[C@@H]2CC[C@H](CC2)CO (Trans-4-((2-(3-Chlorophenyl)-6,7-dihydro-5H-cyclopenta[b]pyridin-4-yl)amino)cyclohexyl-methanol hydrochloride). Yield: 9.0%. As a reaction SMILES: Cl.[Cl:2][C:3]1[CH:8]=[C:7]([C:9]2[CH:14]=[CH:13][CH:12]=[C:11]([Cl:15])[CH:10]=2)[N:6]=[C:5]2[CH2:16][CH2:17][CH2:18][C:4]=12.Cl.[NH2:20][C@H:21]1[CH2:26][CH2:25][C@H:24]([CH2:27][OH:28])[CH2:23][CH2:22]1>>[ClH:2].[Cl:15][C:11]1[CH:10]=[C:9]([C:7]2[N:6]=[C:5]3[CH2:16][CH2:17][CH2:18][C:4]3=[C:3]([NH:20][C@H:21]3[CH2:26][CH2:25][C@H:24]([CH2:27][OH:28])[CH2:23][CH2:22]3)[CH:8]=2)[CH:14]=[CH:13][CH:12]=1 |f:0.1,2.3,4.5|. Procedure: Following general procedure B2, 4-chloro-2-(3-chlorophenyl)-6,7-dihydro-5H-cyclopenta[b]pyridine hydrochloride (0.093 g, 0.31 mmol) was reacted with trans-(4-aminocyclohexyl)methanol hydrochloride (0.077 g, 0.47 mmol), followed by formation of the hydrochloride salt to afford the title compound (0.011 g, 9%) as a light yellow solid. MW=393.35. 1H NMR (DMSO-d6, 500 MHz) δ 13.44 (s, 1H), 7.99-7.96 (m, 1H), 7.83 (d, J=7.5 Hz, 1H), 7.68 (d, J=8.0 Hz, 1H), 7.63 (t, J=8.0 Hz, 1H), 7.55 (br s, 1H), 7.1... Starting materials: C(C)OC(=O)C=1C(NC2=NC=C(C=C2C1Cl)F)=O (4-Chloro-6-fluoro-2-oxo-1,2-dihydro-[1,8]-naphthyridine-3-carboxylic acid ethyl ester), N1(CCNCC1)C(=O)C=1SC=CC1 (piperazine-1-yl-thiophene-2-yl-methanone). Procedure details: This compound was prepared from 4-chloro-6-fluoro-2-oxo-1,2-dihydro-[1,8]-naphthyridine-3-carboxylic acid ethyl ester (78) and piperazine-1-yl-thiophene-2-yl-methanone according to general procedure E. Yield 3.16 g (66%), MP 124-133° C.; 1H-NMR (DMSO-d6): δ 1.26 (t, J=7.2 Hz, 3H), 3.11 (m, 4H), 3.88 (m, 4H), 4.28 (q, J=7.2 Hz, 2H), 7.15 (dd, J=3.6, 4.8 Hz, 1H), 7.45 (dd, J=1.2, 3.6 Hz, 1H), 7.79 (dd, J=1.2, 4.8 Hz, 1H), 8.05 (dd, J=2.8, 8.0 Hz, 1H), 8.63 (d, J=2.8 Hz, 1H) 12.40 (s, 1H); EIMS: 43... RXN SMILES: [CH2:1]([O:3][C:4]([C:6]1[C:7](=[O:18])[NH:8][C:9]2[C:14]([C:15]=1Cl)=[CH:13][C:12]([F:17])=[CH:11][N:10]=2)=[O:5])[CH3:2].[N:19]1([C:25]([C:27]2[S:28][CH:29]=[CH:30][CH:31]=2)=[O:26])[CH2:24][CH2:23][NH:22][CH2:21][CH2:20]1>>[CH2:1]([O:3][C:4]([C:6]1[C:7](=[O:18])[NH:8][C:9]2[C:14]([C:15]=1[N:22]1[CH2:23][CH2:24][N:19]([C:25]([C:27]3[S:28][CH:29]=[CH:30][CH:31]=3)=[O:26])[CH2:20][CH2:21]1)=[CH:13][C:12]([F:17])=[CH:11][N:10]=2)=[O:5])[CH3:2]. Product: C(C)OC(=O)C=1C(NC2=NC=C(C=C2C1N1CCN(CC1)C(=O)C=1SC=CC1)F)=O (6-Fluoro-2-oxo-4-[4-(thiophene-2-carbonyl)-piperazin-1-yl]-1,2-dihydro-[1,8]-naphthyridine-3-carboxylic acid ethyl ester).